Dataset: the Open Reaction Database (ORD), a public repository of structured organic reaction records. Task: describe an organic reaction: reactants, conditions, products, and yield Starting materials: BrC=1C=C(C=CC1)C1=C2CC(NC2=CC=C1)=O (4-(3-bromo-phenyl)-1,3-dihydro-indol-2-one), N1(N=NC=C1)CCNC(=O)C1=C(NC(=C1)C)C=O (2-formyl-5-methyl-1H-pyrrole-3-carboxylic acid (2-[1,2,3]triazol-1-yl-ethyl)amide), C(C)O (ethanol). Reagents/catalysts: N1CCCCC1 (piperidine). Reaction conditions: time 3 day. Yields the product N1(N=NC=C1)CCNC(=O)C1=C(NC(=C1)CC)C=C1C(NC2=CC=CC(=C12)C1=CC(=CC=C1)Br)=O (2-[4-(3-bromo-phenyl)2-oxo-1,2-dihydro-indol-3-ylidenemethyl]-5-ethyl-1H-pyrrole-3-carboxylic acid (2-[1,2,3]triazol-1-yl-ethyl)-amide). Isolated yield 74.0%. As a reaction SMILES: [Br:1][C:2]1[CH:3]=[C:4]([C:8]2[CH:16]=[CH:15][CH:14]=[C:13]3[C:9]=2[CH2:10][C:11](=[O:17])[NH:12]3)[CH:5]=[CH:6][CH:7]=1.[N:18]1([CH2:23][CH2:24][NH:25][C:26]([C:28]2[CH:32]=[C:31]([CH3:33])[NH:30][C:29]=2[CH:34]=O)=[O:27])[CH:22]=[CH:21][N:20]=[N:19]1.[CH2:36](O)C>N1CCCCC1>[N:18]1([CH2:23][CH2:24][NH:25][C:26]([C:28]2[CH:32]=[C:31]([CH2:33][CH3:36])[NH:30][C:29]=2[CH:34]=[C:10]2[C:9]3[C:13](=[CH:14][CH:15]=[CH:16][C:8]=3[C:4]3[CH:5]=[CH:6][CH:7]=[C:2]([Br:1])[CH:3]=3)[NH:12][C:11]2=[O:17])=[O:27])[CH:22]=[CH:21][N:20]=[N:19]1. Procedure details: To a solution of 4-(3-bromo-phenyl)-1,3-dihydro-indol-2-one (72 mg, 0.25 mmol) and 2-formyl-5-methyl-1H-pyrrole-3-carboxylic acid (2-[1,2,3]triazol-1-yl-ethyl)amide (64.8 mg, 0.25 mmol) in ethanol (2 mL) was added piperidine (3 drops). The reaction mixture was stirred at room temperature for three days. A yellow solid product was precipitated out, filtered, washed by ethanol for three times, and dried under high vacuum to provide pure product 2-[4-(3-bromo-phenyl)2-oxo-1,2-dihydro-indol-3-yliden... The reactants are CC(C)(C)[Si](OCCBr)(c1ccccc1)c1ccccc1, O=C([O-])[O-], CN(C)C=O, CCOC(C)=O, [K+], [K+], CS(=O)(=O)c1ccc(C(=CC2CCCC2)c2cc3cc(O)cnc3n2S(=O)(=O)c2ccccc2)cc1. Yields the product CC(C)(C)[Si](OCCOc1cnc2c(c1)cc(C(=CC1CCCC1)c1ccc(S(C)(=O)=O)cc1)n2S(=O)(=O)c1ccccc1)(c1ccccc1)c1ccccc1. As a reaction SMILES: [Br:43][CH2:44][CH2:45][O:46][Si:47]([c:48]1[cH:49][cH:50][cH:51][cH:52][cH:53]1)([c:54]1[cH:55][cH:56][cH:57][cH:58][cH:59]1)[C:60]([CH3:61])([CH3:62])[CH3:63].[C:1](=[O:2])([O-:3])[O-:4].[CH3:64][N:65]([CH3:66])[CH:67]=[O:68].[CH3:69][CH2:70][O:71][C:72](=[O:73])[CH3:74].[K+:5].[K+:6].[c:7]1([S:13](=[O:14])(=[O:15])[n:16]2[c:17]([C:26](=[CH:27][CH:28]3[CH2:29][CH2:30][CH2:31][CH2:32]3)[c:33]3[cH:34][cH:35][c:36]([S:39](=[O:40])(=[O:41])[CH3:42])[cH:37][cH:38]3)[cH:18][c:19]3[c:20]2[n:21][cH:22][c:23]([OH:25])[cH:24]3)[cH:8][cH:9][cH:10][cH:11][cH:12]1>>[c:7]1([S:13](=[O:14])(=[O:15])[n:16]2[c:17]([C:26](=[CH:27][CH:28]3[CH2:29][CH2:30][CH2:31][CH2:32]3)[c:33]3[cH:34][cH:35][c:36]([S:39](=[O:40])(=[O:41])[CH3:42])[cH:37][cH:38]3)[cH:18][c:19]3[c:20]2[n:21][cH:22][c:23]([O:25][CH2:44][CH2:45][O:46][Si:47]([c:48]2[cH:49][cH:50][cH:51][cH:52][cH:53]2)([c:54]2[cH:55][cH:56][cH:57][cH:58][cH:59]2)[C:60]([CH3:61])([CH3:62])[CH3:63])[cH:24]3)[cH:8][cH:9][cH:10][cH:11][cH:12]1. Reactants: OC=1C=C2C(=CC(OC2=CC1)(C)C)N(S(=O)(=O)C)C (N-(6-hydroxy-2,2-dimethyl-2H-chromen-4-yl)-N-methyl-methanesulfonamide), ICCC (1 -iodopropane). The product is C(CC)OC=1C=C2C(=CC(OC2=CC1)(C)C)N(S(=O)(=O)C)C (N-(6-propoxy-2,2-dimethyl-2H-chromen-4-yl)-N-methyl-methanesulfonamide). As a reaction SMILES: [OH:1][C:2]1[CH:3]=[C:4]2[C:9](=[CH:10][CH:11]=1)[O:8][C:7]([CH3:13])([CH3:12])[CH:6]=[C:5]2[N:14]([CH3:19])[S:15]([CH3:18])(=[O:17])=[O:16].I[CH2:21][CH2:22][CH3:23]>>[CH2:21]([O:1][C:2]1[CH:3]=[C:4]2[C:9](=[CH:10][CH:11]=1)[O:8][C:7]([CH3:13])([CH3:12])[CH:6]=[C:5]2[N:14]([CH3:19])[S:15]([CH3:18])(=[O:17])=[O:16])[CH2:22][CH3:23]. Procedure: Similar to Example 8b, 0.5 g of N-(6-hydroxy-2,2-dimethyl-2H-chromen-4-yl)-N-methyl-methanesulfonamide was alkylated with 1 -iodopropane, giving 0.36 g of N-(6-propoxy-2,2-dimethyl-2H-chromen-4-yl)-N-methyl-methanesulfonamide; m.p. 93-95° C. Reactants: [OH-].[Na+] (sodium hydroxide), BrN1C(CCC1=O)=O (N-bromosuccinimide), C1(CCCC1)NC1=CC=2N(C=C1)N=C(C2C2=NC(=NC=C2)NC2CCCC2)C2=CC=C(C=C2)F (N-Cyclopentyl-3-[2-(cyclopentylamino)pyrimidin-4-yl]-2-(4-fluorophenyl)pyrazolo-[1,5-α]pyridin-5-amine). Run in ClCCl (dichloromethane), ClCCl (dichloromethane). Run at time 10 minute. Product: BrC=1C=2N(C=CC1NC1CCCC1)N=C(C2C2=NC(=NC=C2)NC2CCCC2)C2=CC=C(C=C2)F (4Bromo-N-cyclopentyl-3-[2-(cyclopentylamino)pyrimidin-4-yl]-2-(4-fluorophenyl)pyrazolo[1,5-α]pyridin-5-amine). The yield is 84.9%. RXN SMILES: [CH:1]1([NH:6][C:7]2[CH:12]=[CH:11][N:10]3[N:13]=[C:14]([C:28]4[CH:33]=[CH:32][C:31]([F:34])=[CH:30][CH:29]=4)[C:15]([C:16]4[CH:21]=[CH:20][N:19]=[C:18]([NH:22][CH:23]5[CH2:27][CH2:26][CH2:25][CH2:24]5)[N:17]=4)=[C:9]3[CH:8]=2)[CH2:5][CH2:4][CH2:3][CH2:2]1.[Br:35]N1C(=O)CCC1=O.[OH-].[Na+]>ClCCl>[Br:35][C:8]1[C:9]2[N:10]([N:13]=[C:14]([C:28]3[CH:29]=[CH:30][C:31]([F:34])=[CH:32][CH:33]=3)[C:15]=2[C:16]2[CH:21]=[CH:20][N:19]=[C:18]([NH:22][CH:23]3[CH2:24][CH2:25][CH2:26][CH2:27]3)[N:17]=2)[CH:11]=[CH:12][C:7]=1[NH:6][CH:1]1[CH2:2][CH2:3][CH2:4][CH2:5]1 |f:2.3|. Reported procedure: N-Cyclopentyl-3-[2-(cyclopentylamino)pyrimidin-4-yl]-2-(4-fluorophenyl)pyrazolo-[1,5-α]pyridin-5-amine (100 mg, 0.22 mmol) was dissolved in dichloromethane (5 mL) and treated with N-bromosuccinimide (40 mg, 0.22 mmol). The reaction mixture was stirred for 10 minutes. Additional dichloromethane and 1N aqueous sodium hydroxide was added. The phases were separated, the organic phase washed with water, dried (magnesium sulfate), filtered and concentrated to dryness to give 100 mg of the title compou... The reactants are C(C1=CC=CC=C1)O (benzyl alcohol), C1(O)=CC=C(O)C=C1 (hydroquinone), N1=CC=CC=C1 (pyridine), 1-aza-1-diazobuta-1,3-dien-2-one. Run in C1(=CC=CC=C1)C (toluene). Conditions: temperature 110 celsius, time 12 hour. The product is title compound, C1(=CC=CC=C1)COC(=O)NC=C ((phenylmethoxy)-N-vinylcarboxamide). The yield is 878.1%. Reaction SMILES: [CH2:1]([OH:8])[C:2]1[CH:7]=[CH:6][CH:5]=[CH:4][CH:3]=1.C1(C=CC(O)=CC=1)[OH:10].[N:17]1[CH:22]=[CH:21]C=C[CH:18]=1>C1(C)C=CC=CC=1>[C:2]1([CH2:1][O:8][C:18]([NH:17][CH:22]=[CH2:21])=[O:10])[CH:7]=[CH:6][CH:5]=[CH:4][CH:3]=1. Reported procedure: Into a 500 mL single neck flask were placed benzyl alcohol (76.5 mL, 792 mmol), hydroquinone (3.05 g, 27.7 mmol), pyridine (3 mL, 27.7 mmol) and the mixture was stirred at 100° C. while treated with the toluene solution of 1-aza-1-diazobuta-1,3-dien-2-one (200 mL) dropwise. The mixture was stirred at 110° C. for 30 minutes and at RT for 12 hours. The reaction mixture was concentrated and the resulting crude oil was distilled under reduced pressure (0.4 mm Hg) to provide the intermediate title co...